The task is: describe an organic reaction: reactants, conditions, products, and yield. This data is from the Open Reaction Database (ORD), a public repository of structured organic reaction records. The reactants are O=C([O-])[O-], CO, O=Cc1cc(-c2ncc(C(F)(F)F)cc2Cl)ccc1Cl, O=C1CCC(=O)N1I, [K+], [K+]. Yields the product COC(=O)c1cc(-c2ncc(C(F)(F)F)cc2Cl)ccc1Cl. Reaction SMILES: [C:29](=[O:30])([O-:31])[O-:32].[CH3:35][OH:36].[Cl:1][c:2]1[c:3](-[c:12]2[cH:13][c:14]([CH:19]=[O:20])[c:15]([Cl:18])[cH:16][cH:17]2)[n:4][cH:5][c:6]([C:8]([F:9])([F:10])[F:11])[cH:7]1.[I:21][N:22]1[C:23](=[O:24])[CH2:28][CH2:27][C:25]1=[O:26].[K+:33].[K+:34]>>[Cl:1][c:2]1[c:3](-[c:12]2[cH:13][c:14]([C:19](=[O:20])[O:24][CH3:23])[c:15]([Cl:18])[cH:16][cH:17]2)[n:4][cH:5][c:6]([C:8]([F:9])([F:10])[F:11])[cH:7]1.